This data is from the Open Reaction Database (ORD), a public repository of structured organic reaction records. The task is: describe an organic reaction: reactants, conditions, products, and yield Starting materials: Cc1ccccc1, Cc1cc(N)c(C)c(Cl)c1Oc1ccc(Cl)c2ccccc12, O=C=NC(=O)c1ccccc1Cl. Product: Cc1cc(NC(=O)NC(=O)c2ccccc2Cl)c(C)c(Cl)c1Oc1ccc(Cl)c2ccccc12. RXN SMILES: [CH3:35][c:36]1[cH:37][cH:38][cH:39][cH:40][cH:41]1.[Cl:1][c:2]1[c:3]([CH3:22])[c:4]([NH2:5])[cH:6][c:7]([CH3:21])[c:8]1[O:9][c:10]1[cH:11][cH:12][c:13]([Cl:20])[c:14]2[cH:15][cH:16][cH:17][cH:18][c:19]12.[Cl:23][c:24]1[c:25]([C:26](=[O:27])[N:28]=[C:29]=[O:30])[cH:31][cH:32][cH:33][cH:34]1>>[Cl:1][c:2]1[c:3]([CH3:22])[c:4]([NH:5][C:29]([NH:28][C:26]([c:25]2[c:24]([Cl:23])[cH:34][cH:33][cH:32][cH:31]2)=[O:27])=[O:30])[cH:6][c:7]([CH3:21])[c:8]1[O:9][c:10]1[cH:11][cH:12][c:13]([Cl:20])[c:14]2[cH:15][cH:16][cH:17][cH:18][c:19]12. The reactants are FC(S(=O)(=O)OC=1C2=C(N=C(N1)NC1=CC=C(C=C1)C1=CN=CO1)CCN(C2)C(C)=O)(F)F (6-Acetyl-2-(4-(oxazol-5-yl)phenylamino)-5,6,7,8-tetrahydropyrido[4,3-d]pyrimidin-4-yl trifluoromethanesulfonate), C1(CCCCC1)N (Cyclohexanamine). Solvent: CS(=O)C (DMSO). Run at temperature 80 celsius, time 8 hour. The product is C1(CCCCC1)NC=1C2=C(N=C(N1)NC1=CC=C(C=C1)C1=CN=CO1)CCN(C2)C(C)=O (1-(4-(cyclohexylamino)-2-(4-(oxazol-5-yl)phenylamino)-7,8-dihydropyrido[4,3-d]pyrimidin-6(5H)-yl)ethanone). The yield is 37.0%. RXN SMILES: FC(F)(F)S(O[C:7]1[C:8]2[CH2:28][N:27]([C:29](=[O:31])[CH3:30])[CH2:26][CH2:25][C:9]=2[N:10]=[C:11]([NH:13][C:14]2[CH:19]=[CH:18][C:17]([C:20]3[O:24][CH:23]=[N:22][CH:21]=3)=[CH:16][CH:15]=2)[N:12]=1)(=O)=O.[CH:34]1([NH2:40])[CH2:39][CH2:38][CH2:37][CH2:36][CH2:35]1>CS(C)=O>[CH:34]1([NH:40][C:7]2[C:8]3[CH2:28][N:27]([C:29](=[O:31])[CH3:30])[CH2:26][CH2:25][C:9]=3[N:10]=[C:11]([NH:13][C:14]3[CH:19]=[CH:18][C:17]([C:20]4[O:24][CH:23]=[N:22][CH:21]=4)=[CH:16][CH:15]=3)[N:12]=2)[CH2:39][CH2:38][CH2:37][CH2:36][CH2:35]1. Procedure: 6-Acetyl-2-(4-(oxazol-5-yl)phenylamino)-5,6,7,8-tetrahydropyrido[4,3-d]pyrimidin-4-yl trifluoromethanesulfonate (35 mg, 0.07 mmol) in DMSO (1 mL) was dispensed in a library plate. Cyclohexanamine (6.94 mg, 0.07 mmol) was added and the reaction mixture was stirred overnight at 80° C. before it was filtered and purified by preparative HPLC to give 1-(4-(cyclohexylamino)-2-(4-(oxazol-5-yl)phenylamino)-7,8-dihydropyrido[4,3-d]pyrimidin-6(5H)-yl)ethanone (11.2 mg, 36%). The reactants are [OH-].[K+] (Potassium hydroxide), C(CCCCCCCCCC)C=1NC2=CC(=CC=C2C1)C(=O)O (2-(n-undecyl)indole-6-carboxylic acid), CS(=O)C (dimethylsulphoxide). Solvent: O (water). The product is CN1C(=CC2=CC=C(C=C12)C(=O)O)CCCCCCCCCCC (1-methyl-2-(n-undecyl)indole-6-carboxylic acid). RXN SMILES: [OH-].[K+].[CH2:3]([C:14]1[NH:15][C:16]2[C:21]([CH:22]=1)=[CH:20][CH:19]=[C:18]([C:23]([OH:25])=[O:24])[CH:17]=2)[CH2:4][CH2:5][CH2:6][CH2:7][CH2:8][CH2:9][CH2:10][CH2:11][CH2:12][CH3:13].[CH3:26]S(C)=O>O>[CH3:26][N:15]1[C:16]2[C:21](=[CH:20][CH:19]=[C:18]([C:23]([OH:25])=[O:24])[CH:17]=2)[CH:22]=[C:14]1[CH2:3][CH2:4][CH2:5][CH2:6][CH2:7][CH2:8][CH2:9][CH2:10][CH2:11][CH2:12][CH3:13] |f:0.1|. Reported procedure: Potassium hydroxide (9.0 g) was added to a solution of 2-(n-undecyl)indole-6-carboxylic acid (22.1 g) in dimethylsulphoxide (100 ml) and water (5 ml), and the mixture was stirred and warmed on a steam bath to give a suspension. After 15 minutes the suspension was removed from the steam bath, methyl iodide (15 ml) was added, and the mixture was stirred for 2 hours with occasional warming. Methyl iodide (10 ml) was added and the mixture was stirred for 1 hour. The mixture was left to cool overnigh... Run at time 8 hour. Run in CN(C)C=O (DMF). Reaction SMILES: Cl[C:2]1[C:7]([C:8]#[N:9])=[C:6]([C:10]2[CH:15]=[CH:14][C:13]([OH:16])=[CH:12][CH:11]=2)[C:5]([C:17]#[N:18])=[C:4]([O:19][CH3:20])[N:3]=1.[S-2:21].[Na+].[Na+]>CN(C=O)C>[OH:16][C:13]1[CH:14]=[CH:15][C:10]([C:6]2[C:7]([C:8]#[N:9])=[C:2]([SH:21])[N:3]=[C:4]([O:19][CH3:20])[C:5]=2[C:17]#[N:18])=[CH:11][CH:12]=1 |f:1.2.3|. The product is OC1=CC=C(C=C1)C1=C(C(=NC(=C1C#N)S)OC)C#N (4-(4-Hydroxyphenyl)-2-methoxy-6-sulphanylpyridine-3,5-dicarbonitrile). Procedure: 1.3 g (4.550 mmol) of 2-chloro-4-(4-hydroxyphenyl)-6-methoxypyridine-3,5-dicarbonitrile are initially charged in 10 ml of DMF, 426 mg (5.460 mmol) of sodium sulphide are added and the mixture is stirred at room temperature overnight. The reaction mixture is reacted further without any further purification. Starting materials: ClC1=NC(=C(C(=C1C#N)C1=CC=C(C=C1)O)C#N)OC (2-chloro-4-(4-hydroxyphenyl)-6-methoxypyridine-3,5-dicarbonitrile), [S-2].[Na+].[Na+] (sodium sulphide). The reactants are FC=1C=C(C(=O)C2CN(C2)C(=O)OC(C)(C)C)C=C(C1)F (tert-butyl 3-(3,5-difluorobenzoyl)azetidine-1-carboxylate), C(=O)(C(F)(F)F)O (TFA). The solvent is Cl (HCl), O1CCOCC1 (dioxane). Yields the product N1CC(C1)C(=O)C1=CC(=CC(=C1)F)F (Azetidin-3-yl(3,5-difluorophenyl)methanone). As a reaction SMILES: [F:1][C:2]1[CH:3]=[C:4]([CH:18]=[C:19]([F:21])[CH:20]=1)[C:5]([CH:7]1[CH2:10][N:9](C(OC(C)(C)C)=O)[CH2:8]1)=[O:6].C(O)(C(F)(F)F)=O>Cl.O1CCOCC1>[NH:9]1[CH2:10][CH:7]([C:5]([C:4]2[CH:18]=[C:19]([F:21])[CH:20]=[C:2]([F:1])[CH:3]=2)=[O:6])[CH2:8]1. Procedure: A solution of 400 mg (1.35 mmol) of tert-butyl 3-(3,5-difluorobenzoyl)azetidine-1-carboxylate in 6 mL of HCl in dioxane (4M) and 2.5 mL of TFA was stirred for 4 h at 50° C. The reaction mixture was concentrated, and the residue was washed with hexanes/ether (1/1) to afford the title compound. Mass Spectrum: m/e=199 (M+1). Reactants: O=C([O-])[O-], CO, CCO, [Cl-], [Fe], [K+], [K+], O=c1c2nnc3ccccc3c2[nH]n1-c1ccc([N+](=O)[O-])cc1, [NH4+], O. Product: Nc1ccc(-n2[nH]c3c(nnc4ccccc43)c2=O)cc1. As a reaction SMILES: [C:26](=[O:27])([O-:28])[O-:29].[CH3:32][OH:33].[CH3:34][CH2:35][OH:36].[Cl-:24].[Fe:38].[K+:30].[K+:31].[N+:1]([O-:2])(=[O:3])[c:4]1[cH:5][cH:6][c:7](-[n:10]2[nH:11][c:12]3[c:13]([n:14][n:15][c:16]4[cH:17][cH:18][cH:19][cH:20][c:21]34)[c:22]2=[O:23])[cH:8][cH:9]1.[NH4+:25].[OH2:37]>>[NH2:1][c:4]1[cH:5][cH:6][c:7](-[n:10]2[nH:11][c:12]3[c:13]([n:14][n:15][c:16]4[cH:17][cH:18][cH:19][cH:20][c:21]34)[c:22]2=[O:23])[cH:8][cH:9]1. The reactants are O=S(=O)(O)Cl, Cc1c[nH]c(-c2c(Cl)cc(C(F)(F)F)cc2Cl)n1, O=S(Cl)Cl. Product: Cc1nc(-c2c(Cl)cc(C(F)(F)F)cc2Cl)[nH]c1S(=O)(=O)Cl. Reaction SMILES: [Cl:19][S:20](=[O:21])(=[O:22])[OH:23].[Cl:1][c:2]1[c:3](-[c:13]2[nH:14][cH:15][c:16]([CH3:18])[n:17]2)[c:4]([Cl:12])[cH:5][c:6]([C:8]([F:9])([F:10])[F:11])[cH:7]1.[S:24]([Cl:25])([Cl:26])=[O:27]>>[Cl:1][c:2]1[c:3](-[c:13]2[nH:14][c:15]([S:20]([Cl:19])(=[O:21])=[O:22])[c:16]([CH3:18])[n:17]2)[c:4]([Cl:12])[cH:5][c:6]([C:8]([F:9])([F:10])[F:11])[cH:7]1. Reactants: OC1C(=C(C(C1)=O)CCCCCCC(=O)OC)C=CC1=CC=CC=C1 (Methyl 3-hydroxy-5-oxo-2-styrylcyclopent- 1-eneheptanoate), I(=O)(=O)(=O)[O-].[Na+] (sodium periodate). Reagents/catalysts: [Os](=O)(=O)(=O)=O (osmium tetroxide). Solvent: O1CCOCC1 (dioxane). The product is C(=O)C1=C(C(CC1O)=O)CCCCCCC(=O)OC (methyl 2-formyl-3-hydroxy-5-oxocyclopent-1-eneheptanoate). As a reaction SMILES: [OH:1][CH:2]1[CH2:6][C:5](=[O:7])[C:4]([CH2:8][CH2:9][CH2:10][CH2:11][CH2:12][CH2:13][C:14]([O:16][CH3:17])=[O:15])=[C:3]1[CH:18]=CC1C=CC=CC=1.I([O-])(=O)(=O)=[O:27].[Na+]>O1CCOCC1.[Os](=O)(=O)(=O)=O>[CH:18]([C:3]1[CH:2]([OH:1])[CH2:6][C:5](=[O:7])[C:4]=1[CH2:8][CH2:9][CH2:10][CH2:11][CH2:12][CH2:13][C:14]([O:16][CH3:17])=[O:15])=[O:27] |f:1.2|. Procedure: A convenient procedure for manufacture of the 2-formyl compounds consists of cleaving the glycol structure of the corresponding 2-(α,β-dihydroxyphenethyl) substances. 3-Acetoxy-5-oxo-2-(α,β-dihydroxyphenethyl)cyclopent- 1-eneheptanoate in ethanol is contacted with aqueous sodium periodate, thus affording 3-acetoxy-2-formyl-5-oxocyclopent-1-eneheptanoate. The 2-formyl compounds are alternatively produced from the corresponding 2-styryl derivatives by combining the hydroxylation and cleavage proce...